Dataset: the Open Reaction Database (ORD), a public repository of structured organic reaction records. Task: describe an organic reaction: reactants, conditions, products, and yield The reactants are C(C(C)C)(=O)CC(=O)OC(C)(C)C (t-butyl isobutyrylacetate), N (ammonia). Solvent: CO (methanol). Conditions: time 18 hour. Yields the product NC(=CC(=O)OC(C)(C)C)C(C)C (t-butyl 3-amino-4-methyl-2-pentenoate). Yield: 75.4%. Reaction SMILES: [C:1]([CH2:6][C:7]([O:9][C:10]([CH3:13])([CH3:12])[CH3:11])=[O:8])(=O)[CH:2]([CH3:4])[CH3:3].[NH3:14]>CO>[NH2:14][C:1]([CH:2]([CH3:4])[CH3:3])=[CH:6][C:7]([O:9][C:10]([CH3:13])([CH3:12])[CH3:11])=[O:8]. Procedure: Through a solution of 240 g of t-butyl isobutyrylacetate in 500 ml of methanol was passed 70 g of ammonia in 2 hours, maintaining the temperature at below 25° C. The resulting solution was sitrred at room temperature for 18 hours, after which the methanol was removed in vacuo. Methylene chloride was added and the suspension was filtered. The filtrate was concentrated on a rotary evaporator to give 180 g t-butyl 3-amino-4-methyl-2-pentenoate as an oil. Reactants: CC(C)C(NC(=O)c1ccccc1)C(=O)N(CC(=O)NC(CC(=O)OC(C)(C)C)C(O)c1nc(-c2c(Cl)cccc2Cl)co1)Cc1ccccc1, ClCCl. Product: CC(C)C(NC(=O)c1ccccc1)C(=O)N(CC(=O)NC(CC(=O)OC(C)(C)C)C(=O)c1nc(-c2c(Cl)cccc2Cl)co1)Cc1ccccc1. As a reaction SMILES: [C:1]([CH3:2])([CH3:3])([CH3:4])[O:5][C:6]([CH2:7][CH:8]([CH:9]([OH:10])[c:11]1[o:12][cH:13][c:14](-[c:16]2[c:17]([Cl:23])[cH:18][cH:19][cH:20][c:21]2[Cl:22])[n:15]1)[NH:24][C:25]([CH2:26][N:27]([CH2:28][c:29]1[cH:30][cH:31][cH:32][cH:33][cH:34]1)[C:35]([CH:36]([CH:37]([CH3:38])[CH3:39])[NH:40][C:41]([c:42]1[cH:43][cH:44][cH:45][cH:46][cH:47]1)=[O:48])=[O:49])=[O:50])=[O:51].[Cl:52][CH2:53][Cl:54]>>[C:1]([CH3:2])([CH3:3])([CH3:4])[O:5][C:6]([CH2:7][CH:8]([C:9](=[O:10])[c:11]1[o:12][cH:13][c:14](-[c:16]2[c:17]([Cl:23])[cH:18][cH:19][cH:20][c:21]2[Cl:22])[n:15]1)[NH:24][C:25]([CH2:26][N:27]([CH2:28][c:29]1[cH:30][cH:31][cH:32][cH:33][cH:34]1)[C:35]([CH:36]([CH:37]([CH3:38])[CH3:39])[NH:40][C:41]([c:42]1[cH:43][cH:44][cH:45][cH:46][cH:47]1)=[O:48])=[O:49])=[O:50])=[O:51]. Reactants: C(C)(C)(C)OC(C(C)(C)SC=1SC=C(N1)CC(=O)O)=O ({2-[(2-tert-butoxy-1,1-dimethyl-2-oxoethyl)thio]-1,3-thiazol-4-yl}acetic acid), C1=CC=CC=2C3=CC=CC=C3C(C12)CO (9H-fluorene-9-ylmethanol), C(C)(C)N=C=NC(C)C (diisopropylcarbodiimide). The reagents and catalysts are CN(C1=CC=NC=C1)C (4-dimethylaminopyridine). Run in ClCCl (dichloromethane). Run at temperature 0 celsius, time 1 hour. The product is C(C)(C)(C)OC(C(C)(C)SC=1SC=C(N1)CC(=O)OCC1C2=CC=CC=C2C=2C=CC=CC12)=O (2-({4-[2-(9H-fluorene-9-ylmethoxy)-2-oxoethyl]-1,3-thiazol-2-yl}thio)-2-methylpropionic acid tert-butyl ester). The yield is 105.0%. RXN SMILES: [C:1]([O:5][C:6](=[O:20])[C:7]([S:10][C:11]1[S:12][CH:13]=[C:14]([CH2:16][C:17]([OH:19])=[O:18])[N:15]=1)([CH3:9])[CH3:8])([CH3:4])([CH3:3])[CH3:2].[CH:21]1[C:33]2[CH:32]([CH2:34]O)[C:31]3[C:26](=[CH:27][CH:28]=[CH:29][CH:30]=3)[C:25]=2[CH:24]=[CH:23][CH:22]=1.C(N=C=NC(C)C)(C)C>ClCCl.CN(C)C1C=CN=CC=1>[C:1]([O:5][C:6](=[O:20])[C:7]([S:10][C:11]1[S:12][CH:13]=[C:14]([CH2:16][C:17]([O:19][CH2:34][CH:32]2[C:33]3[CH:21]=[CH:22][CH:23]=[CH:24][C:25]=3[C:26]3[C:31]2=[CH:30][CH:29]=[CH:28][CH:27]=3)=[O:18])[N:15]=1)([CH3:9])[CH3:8])([CH3:2])([CH3:3])[CH3:4]. Procedure: To a solution of {2-[(2-tert-butoxy-1,1-dimethyl-2-oxoethyl)thio]-1,3-thiazol-4-yl}acetic acid (160 g) obtained in Example 3 in dichloromethane (500 mL) were added 9H-fluorene-9-ylmethanol (98 g) and 4-dimethylaminopyridine (3.1 g), diisopropylcarbodiimide (78 ml) was added dropwise under ice-cooling, and the mixture was stirred at 0° C. for 1 hr and further stirred at room temperature for 2 hr. The precipitate was removed from the reaction mixture by filtration, and the filtrate was concentrate... The reactants are C(C)(C)NC1=C(C=CC(=C1)C)[N+](=O)[O-] (N-isopropyl-5-methyl-2-nitroaniline), Cl[Sn]Cl (SnCl2), Cl (HCl). Solvent: O (water). Run at time 16 hour. Yields the product C(C)(C)NC=1C(=CC=C(C1)C)N (N2-ISOPROPYL-4-METHYL-1,2-BENZENEDIAMINE). Yield: 94.9%. Reaction SMILES: [CH:1]([NH:4][C:5]1[CH:10]=[C:9]([CH3:11])[CH:8]=[CH:7][C:6]=1[N+:12]([O-])=O)([CH3:3])[CH3:2].Cl[Sn]Cl.Cl>O>[CH:1]([NH:4][C:5]1[C:6]([NH2:12])=[CH:7][CH:8]=[C:9]([CH3:11])[CH:10]=1)([CH3:3])[CH3:2]. Procedure details: A mixture of N-isopropyl-5-methyl-2-nitroaniline (150 mg, 0.77 mmol), SnCl2 (0.5 g, 2.6 mmol), 0.5M HCl (10 mL), and water (20 mL) was stirred at room temperature for 16 hours. The crude product was partitioned in a mixture of aqueous NaHCO3 and CH2Cl2. The organic layer was separated and concentrated to obtain the desired product (120 mg, 95%). Product: ClC=1C=C(C=C(C1)Cl)NCC(=O)N1C[C@H](CCC1)N(C=1C2=C(N=CN1)NC(CC2)=O)C ((S)-4-((1-(2-(3,5-dichlorophenylamino)acetyl)piperidin-3-yl)(methyl)amino)-5,6-dihydropyrido[2,3-d]pyrimidin-7(8H)-one). Yield: 9465.6%. Solvent: CCOC(=O)C (EtOAc), CN(C)C=O (DMF). Reported procedure: To a solution of (S)-4-(methyl(piperidin-3-yl)amino)-5,6-dihydropyrido[2,3-d]pyrimidin-7(8H)-one (150 mg, 0.6 mmol) in DMF (5 mL) was added EDCI (164 mg, 0.85 mmol), HOBt (114 mg, 0.85 mmol), 2-(3,5-dichlorophenylamino)acetic acid (126 mg, 0.57 mmol) and DIEA (147 mg, 1.14 mmol) at 0° C. The reaction mixture was stirred at rt overnight, diluted with EtOAc and washed with water. The aqueous layer was extracted with the EtOAc, the combined organic layer was dried over Na2SO4 and evaporated in vacu... The reactants are CN(C=1C2=C(N=CN1)NC(CC2)=O)[C@@H]2CNCCC2 ((S)-4-(methyl(piperidin-3-yl)amino)-5,6-dihydropyrido[2,3-d]pyrimidin-7(8H)-one), CCN=C=NCCCN(C)C (EDCI), C=1C=CC2=C(C1)N=NN2O (HOBt), ClC=1C=C(C=C(C1)Cl)NCC(=O)O (2-(3,5-dichlorophenylamino)acetic acid), CCN(C(C)C)C(C)C (DIEA). Reaction conditions: time 8 hour. As a reaction SMILES: [CH3:1][N:2]([C@H:14]1[CH2:19][CH2:18][CH2:17][NH:16][CH2:15]1)[C:3]1[C:4]2[CH2:12][CH2:11][C:10](=[O:13])[NH:9][C:5]=2[N:6]=[CH:7][N:8]=1.CCN=C=NCCCN(C)C.C1C=CC2N(O)N=NC=2C=1.[Cl:41][C:42]1[CH:43]=[C:44]([NH:49][CH2:50][C:51](O)=[O:52])[CH:45]=[C:46]([Cl:48])[CH:47]=1.CCN(C(C)C)C(C)C>CN(C=O)C.CCOC(C)=O>[Cl:41][C:42]1[CH:43]=[C:44]([NH:49][CH2:50][C:51]([N:16]2[CH2:17][CH2:18][CH2:19][C@H:14]([N:2]([CH3:1])[C:3]3[C:4]4[CH2:12][CH2:11][C:10](=[O:13])[NH:9][C:5]=4[N:6]=[CH:7][N:8]=3)[CH2:15]2)=[O:52])[CH:45]=[C:46]([Cl:48])[CH:47]=1. Reactants: FC1=CC(=C(C=C1)CNC([C@H]1N(C(CC1)=O)C)=O)C(F)(F)F (N-{[4-fluoro-2-(trifluoromethyl)phenyl]methyl}-1-methyl-5-oxoprolinamide), ClC1=C(C=CC(=C1)Cl)CN ([(2,4-dichlorophenyl)methyl]amine), FC1=CC(=C(C=C1)CN)C(F)(F)F ({[4-fluoro-2-(trifluoromethyl)phenyl]methyl}amine). The product is ClC1=C(C=CC(=C1)Cl)CNC([C@H]1N(C(CC1)=O)C)=O (N-[(2,4-dichlorophenyl)methyl]-1-methyl-5-oxoprolinamide). As a reaction SMILES: FC1C=CC(CN[C:10](=[O:18])[C@@H:11]2[CH2:15][CH2:14][C:13](=[O:16])[N:12]2[CH3:17])=C(C(F)(F)F)C=1.[Cl:23][C:24]1[CH:29]=[C:28]([Cl:30])[CH:27]=[CH:26][C:25]=1[CH2:31][NH2:32].FC1C=CC(CN)=C(C(F)(F)F)C=1>>[Cl:23][C:24]1[CH:29]=[C:28]([Cl:30])[CH:27]=[CH:26][C:25]=1[CH2:31][NH:32][C:10](=[O:18])[C@@H:11]1[CH2:15][CH2:14][C:13](=[O:16])[N:12]1[CH3:17]. Procedure details: N-[(2,4-dichlorophenyl)methyl]-1-methyl-5-oxoprolinamide was prepared in a manner analogous to that described above for the synthesis of N-{[4-fluoro-2-(trifluoromethyl)phenyl]methyl}-1-methyl-5-oxoprolinamide (Example 83) but [(2,4-dichlorophenyl)methyl]amine was substituted for {[4-fluoro-2-(trifluoromethyl)phenyl]methyl}amine.